From a dataset of the Open Reaction Database (ORD), a public repository of structured organic reaction records. describe an organic reaction: reactants, conditions, products, and yield Yields the product CSC1=NC=NC2=CC(=C(C=C12)OC)O (4-(methylthio)-6-methoxy-7-hydroxy-quinazoline). Solvent: FC(C(=O)O)(F)F (trifluoroacetic acid). Starting materials: O (water), CSC1=NC=NC2=CC(=C(C=C12)OC)OCC1=CC=CC=C1 (4-(methylthio)-6-methoxy-7-benzyloxyquinazoline), [OH-].[Na+] (sodium hydroxide). As a reaction SMILES: [CH3:1][S:2][C:3]1[C:12]2[C:7](=[CH:8][C:9]([O:15]CC3C=CC=CC=3)=[C:10]([O:13][CH3:14])[CH:11]=2)[N:6]=[CH:5][N:4]=1.O.[OH-].[Na+]>FC(F)(F)C(O)=O>[CH3:1][S:2][C:3]1[C:12]2[C:7](=[CH:8][C:9]([OH:15])=[C:10]([O:13][CH3:14])[CH:11]=2)[N:6]=[CH:5][N:4]=1 |f:2.3|. Isolated yield 90.8%. Procedure: A solution of 4-(methylthio)-6-methoxy-7-benzyloxyquinazoline (29.5 g, 0.095 mol) in trifluoroacetic acid (250 ml) was heated at reflux for 3 hours. The mixture was cooled, water was added, and the pH adjusted to pH 5 with sodium hydroxide (2.0 N). The solid was filtered, washed with water and diethyl ether and dried in vacuo. The solid was redissolved in methanol (2000 ml) and water (500 ml), the pH was adjusted to 7 with sodium hydroxyde (2.0 N) and the precipitated solid was collected by suct... Reactants: ClC=1C=C2C(C(NC2=CC1)=O)(C1=C(C=CC=C1)OC)N1[C@@H](CCCC1)C(=O)N(C)C ((2S)-1-[5-chloro-3-(2-methoxyphenyl)-2-oxo-2,3-dihydro-1H-indol-3-yl]-N,N-dimethylpiperidine-2-carboxamide), COC1=C(C=CC(=C1)OC(F)(F)F)S(=O)(=O)Cl (2-methoxy-4-(trifluoromethoxy)benzene sulfonyl chloride). The product is ClC=1C=C2C(C(N(C2=CC1)S(=O)(=O)C1=C(C=C(C=C1)OC(F)(F)F)OC)=O)(C1=C(C=CC=C1)OC)N1[C@@H](CCCC1)C(=O)N(C)C ((2S)-1-(5-chloro-3-(2-methoxyphenyl)-1-{[2-methoxy-4-(trifluoromethoxy)phenyl]sulfonyl}-2-oxo-2,3-dihydro-1H-indol-3-yl)-N,N-dimethylpiperidine-2-carboxamide). Yield: 44.7%. RXN SMILES: [Cl:1][C:2]1[CH:3]=[C:4]2[C:8](=[CH:9][CH:10]=1)[NH:7][C:6](=[O:11])[C:5]2([N:20]1[CH2:25][CH2:24][CH2:23][CH2:22][C@H:21]1[C:26]([N:28]([CH3:30])[CH3:29])=[O:27])[C:12]1[CH:17]=[CH:16][CH:15]=[CH:14][C:13]=1[O:18][CH3:19].[CH3:31][O:32][C:33]1[CH:38]=[C:37]([O:39][C:40]([F:43])([F:42])[F:41])[CH:36]=[CH:35][C:34]=1[S:44](Cl)(=[O:46])=[O:45]>>[Cl:1][C:2]1[CH:3]=[C:4]2[C:8](=[CH:9][CH:10]=1)[N:7]([S:44]([C:34]1[CH:35]=[CH:36][C:37]([O:39][C:40]([F:41])([F:42])[F:43])=[CH:38][C:33]=1[O:32][CH3:31])(=[O:45])=[O:46])[C:6](=[O:11])[C:5]2([N:20]1[CH2:25][CH2:24][CH2:23][CH2:22][C@H:21]1[C:26]([N:28]([CH3:29])[CH3:30])=[O:27])[C:12]1[CH:17]=[CH:16][CH:15]=[CH:14][C:13]=1[O:18][CH3:19]. Reported procedure: With 303 mg of (2S)-1-[5-chloro-3-(2-methoxyphenyl)-2-oxo-2,3-dihydro-1H-indol-3-yl]-N,N-dimethylpiperidine-2-carboxamide, which is the compound described in Preparation 3.49 (Isomer B) of the brochure Publication No. WO01/98295 and 245 mg of 2-methoxy-4-(trifluoromethoxy)benzene sulfonyl chloride as starting materials, 216 mg of the title compound (colorless amorphous) was obtained by a similar method to Example 1.